From a dataset of the Open Reaction Database (ORD), a public repository of structured organic reaction records. describe an organic reaction: reactants, conditions, products, and yield Starting materials: O=C([O-])[O-], O=C1NC(CCc2ccccc2Cl)C(=O)Nc2ccc(Cl)cc21, COc1ccc(CCl)cc1, [K+], [K+], CN(C)C=O, O. Yields the product COc1ccc(CN2C(=O)C(CCc3ccccc3Cl)NC(=O)c3cc(Cl)ccc32)cc1. RXN SMILES: [C:34](=[O:35])([O-:36])[O-:37].[Cl:1][c:2]1[cH:3][c:4]2[c:5]([cH:22][cH:23]1)[NH:6][C:7](=[O:21])[CH:8]([CH2:12][CH2:13][c:14]1[c:15]([Cl:20])[cH:16][cH:17][cH:18][cH:19]1)[NH:9][C:10]2=[O:11].[Cl:24][CH2:25][c:26]1[cH:27][cH:28][c:29]([O:32][CH3:33])[cH:30][cH:31]1.[K+:38].[K+:39].[O:41]=[CH:42][N:43]([CH3:44])[CH3:45].[OH2:40]>>[Cl:1][c:2]1[cH:3][c:4]2[c:5]([cH:22][cH:23]1)[N:6]([CH2:25][c:26]1[cH:27][cH:28][c:29]([O:32][CH3:33])[cH:30][cH:31]1)[C:7](=[O:21])[CH:8]([CH2:12][CH2:13][c:14]1[c:15]([Cl:20])[cH:16][cH:17][cH:18][cH:19]1)[NH:9][C:10]2=[O:11]. Starting materials: C(C)(=O)NC1=C(C=CC=C1)O (2-Acetamidophenol), BrC1=C(CBr)C=CC=C1 (2-Bromobenzyl bromide), 21.24, [OH-].[K+] (potassium hydroxide), aqueous solution. The solvent is C(C)O (ethanol). Yields the product BrC1=C(COC2=C(N)C=CC=C2)C=CC=C1 (2-(o-Bromobenzyloxy) aniline). RXN SMILES: C([NH:4][C:5]1[CH:10]=[CH:9][CH:8]=[CH:7][C:6]=1[OH:11])(=O)C.[Br:12][C:13]1[CH:20]=[CH:19][CH:18]=[CH:17][C:14]=1[CH2:15]Br.[OH-].[K+]>C(O)C>[Br:12][C:13]1[CH:20]=[CH:19][CH:18]=[CH:17][C:14]=1[CH2:15][O:11][C:6]1[CH:7]=[CH:8][CH:9]=[CH:10][C:5]=1[NH2:4] |f:2.3|. Reported procedure: To a 500 mL, 3-neck round-bottomed flask equipped with a mechanical stiffer, a condenser and a thermometer was charged 23.6 grains (0.156 mol) of 2-Acetamidophenol in 300 mL of ethanol (200 proof). 41.02 grams (0.164 mol) of 2-Bromobenzyl bromide was added, followed by the addition of 21.24 grains (1.09 molar equivalents) of potassium hydroxide (“KOH”) in a 45% aqueous solution which formed a clear reaction solution. The reaction solution was heated to reflux for several hours until the starting...